This data is from the Open Reaction Database (ORD), a public repository of structured organic reaction records. The task is: describe an organic reaction: reactants, conditions, products, and yield The reactants are Cl.CN (methylamine hydrochloride), CS(=O)(=O)C1=NC=CC(=N1)C1=C(C=CC=C1)OC1=CC=C(C=C1)[N+](=O)[O-] (2-(methylsulfonyl)-4-(2-(4-nitrophenoxy)phenyl)pyrimidine), CCN(C(C)C)C(C)C (n,n-diisopropylethylamine). Run in CC(C)O (iPrOH). Yields the product CNC1=NC=CC(=N1)C1=C(C=CC=C1)OC1=CC=C(C=C1)[N+](=O)[O-] (N-methyl-4-(2-(4-nitrophenoxy)phenyl)pyrimidin-2-amine). RXN SMILES: Cl.CN.CS([C:8]1[N:13]=[C:12]([C:14]2[CH:19]=[CH:18][CH:17]=[CH:16][C:15]=2[O:20][C:21]2[CH:26]=[CH:25][C:24]([N+:27]([O-:29])=[O:28])=[CH:23][CH:22]=2)[CH:11]=[CH:10][N:9]=1)(=O)=O.C[CH2:31][N:32](C(C)C)C(C)C>CC(O)C>[CH3:31][NH:32][C:8]1[N:13]=[C:12]([C:14]2[CH:19]=[CH:18][CH:17]=[CH:16][C:15]=2[O:20][C:21]2[CH:26]=[CH:25][C:24]([N+:27]([O-:29])=[O:28])=[CH:23][CH:22]=2)[CH:11]=[CH:10][N:9]=1 |f:0.1|. Procedure: To a mixture of methylamine hydrochloride (0.863 g, 12.8 mmol), 2-(methylsulfonyl)-4-(2-(4-nitrophenoxy)phenyl)pyrimidine (0.791 g, 2.13 mmol) in iPrOH was added n,n-diisopropylethylamine (2.60 ml, 14.9 mmol). The reaction was sealed and heated to 70 deg. C. overnight. The resulting clear yellow solution was judged complete by LCMS in the morning. The reaction was cooled to ambient temperature, resulting in the formation of white crystals. Filter, rinsing with isopropanol. Concentrate filtrate, ... Yield: 59.3%. Run at temperature 90 celsius, time 10 minute. Solvent: C(C)O (ethanol), O (water), C(C)(=O)O (acetic acid). Procedure: To a solution of hex-3-yn-2-one (1.5 g, 15.6 mmol) in 90% ethanol (30 mL), cyanoacetamide (1.58 g, 18.72 mmol) and piperidine acetate {prepared by the addition of piperidine to a solution of acetic acid (0.258 mL) in water (0.65 mL) till pH 8} were added and reaction heated at 90° C. for 12 h. On completion, ethanol was evaporated and water was added to residue. Solid obtained was filtered and washed with water. Then this solid was stirred with acetonitrile for 10 min and filtered again to obtai... The product is C(C)C1=CC(=NC(=C1C#N)O)C (4-ethyl-2-hydroxy-6-methylnicotinonitrile). The reactants are CC(C#CCC)=O (hex-3-yn-2-one), C(#N)CC(=O)N (cyanoacetamide), C(C)(=O)O.N1CCCCC1 (piperidine acetate), N1CCCCC1 (piperidine). RXN SMILES: [CH3:1][C:2](=O)[C:3]#[C:4][CH2:5][CH3:6].[C:8]([CH2:10][C:11]([NH2:13])=[O:12])#[N:9].C(O)(=O)C.N1CCCCC1.N1CCCCC1>C(O)C.O.C(O)(=O)C>[CH2:5]([C:4]1[C:10]([C:8]#[N:9])=[C:11]([OH:12])[N:13]=[C:2]([CH3:1])[CH:3]=1)[CH3:6] |f:2.3|. The reactants are NC[C@H]1N(CCC[C@H]1C)C(=O)C1=NC(=CC=C1N1N=CC=C1)C (((2S,3R)-2-(aminomethyl)-3-methylpiperidin-1-yl)(6-methyl-3-(1H-pyrazol-1-yl)pyridin-2-yl)methanone), ClC=1N=NC(=CC1)C(F)(F)F (3-chloro-6-(trifluoromethyl)pyridazine). Product: C[C@H]1[C@H](N(CCC1)C(=O)C1=NC(=CC=C1N1N=CC=C1)C)CNC=1N=NC(=CC1)C(F)(F)F (((2S,3R)-3-Methyl-2-(((6-(trifluoromethyl)pyridazin-3-yl)amino)methyl)piperidin-1-yl)(6-methyl-3-(1H-pyrazol-1-yl)pyridin-2-yl)methanone). As a reaction SMILES: [NH2:1][CH2:2][C@@H:3]1[C@H:8]([CH3:9])[CH2:7][CH2:6][CH2:5][N:4]1[C:10]([C:12]1[C:17]([N:18]2[CH:22]=[CH:21][CH:20]=[N:19]2)=[CH:16][CH:15]=[C:14]([CH3:23])[N:13]=1)=[O:11].Cl[C:25]1[N:26]=[N:27][C:28]([C:31]([F:34])([F:33])[F:32])=[CH:29][CH:30]=1>>[CH3:9][C@@H:8]1[CH2:7][CH2:6][CH2:5][N:4]([C:10]([C:12]2[C:17]([N:18]3[CH:22]=[CH:21][CH:20]=[N:19]3)=[CH:16][CH:15]=[C:14]([CH3:23])[N:13]=2)=[O:11])[C@@H:3]1[CH2:2][NH:1][C:25]1[N:26]=[N:27][C:28]([C:31]([F:34])([F:33])[F:32])=[CH:29][CH:30]=1. Reported procedure: The title compound was prepared following the same general protocol as described for Example A45 using ((2S,3R)-2-(aminomethyl)-3-methylpiperidin-1-yl)(6-methyl-3-(1H-pyrazol-1-yl)pyridin-2-yl)methanone and 3-chloro-6-(trifluoromethyl)pyridazine. MS (ESI) 460 (M+H). Starting materials: COC1=CC=C(C=C1)N1CCN(CC1)C1=CC=C(C=C1)N1C(N(N=C1)C(CC)C)=O (2,4-dihydro-4-[4-[4-(4-methoxyphenyl)-1-piperazinyl]-phenyl]-2-(1-methylpropyl)-3H-1,2,4-triazol-3-one), CC1([C@@]2(C(CC1CC2)=O)CS(=O)(=O)[O-])C ((S)-7,7-dimethyl-2-oxobicyclo[2.2.1]heptane-1-methanesulfonate), CC1([C@@]2(C(CC1CC2)=O)CS(=O)(=O)[O-])C ((S)-7,7-dimethyl-2-oxobicyclo[2.2.1]heptane-1-methanesulfonate), S(=O)([O-])[O-].[Na+].[Na+] (sodium sulfite), Br (hydrobromic acid), C([O-])([O-])=O.[K+].[K+] (potassium carbonate). Run in O (water), O (water), ClCCl (dichloromethane), C(CCC)O (1-butanol). Conditions: time 5 hour. Yields the product OC1=CC=C(C=C1)N1CCN(CC1)C1=CC=C(C=C1)N1C(N(N=C1)C(CC)C)=O (2,4-dihydro-4-[4-[4-(4-hydroxyphenyl)-1-piperazinyl]-phenyl]-2-(1-methylpropyl)-3H-1,2,4-triazol-3-one). As a reaction SMILES: C[O:2][C:3]1[CH:8]=[CH:7][C:6]([N:9]2[CH2:14][CH2:13][N:12]([C:15]3[CH:20]=[CH:19][C:18]([N:21]4[CH:25]=[N:24][N:23]([CH:26]([CH3:29])[CH2:27][CH3:28])[C:22]4=[O:30])=[CH:17][CH:16]=3)[CH2:11][CH2:10]2)=[CH:5][CH:4]=1.CC1(C)C2CC[C@@]1(CS([O-])(=O)=O)C(=O)C2.S([O-])([O-])=O.[Na+].[Na+].Br.C(=O)([O-])[O-].[K+].[K+]>O.ClCCl.C(O)CCC>[OH:2][C:3]1[CH:8]=[CH:7][C:6]([N:9]2[CH2:10][CH2:11][N:12]([C:15]3[CH:16]=[CH:17][C:18]([N:21]4[CH:25]=[N:24][N:23]([CH:26]([CH3:29])[CH2:27][CH3:28])[C:22]4=[O:30])=[CH:19][CH:20]=3)[CH2:13][CH2:14]2)=[CH:5][CH:4]=1 |f:2.3.4,6.7.8|. Procedure details: A mixture of 29.4 g of (+)-(S)-(2,4-dihydro-4-[4-[4-(4-methoxyphenyl)-1-piperazinyl]-phenyl]-2-(1-methylpropyl)-3H-1,2,4-triazol-3-one, (S)-7,7-dimethyl-2-oxobicyclo[2.2.1]heptane-1-methanesulfonate (1:2) (intermediate (5)), 2.0 g of sodium sulfite and 151 ml of a hydrobromic acid solution 48% in water was stirred for 5 hours at reflux temperature. The reaction mixture was cooled to room temperature and water was added. The while was neutralized with potassium carbonate to pH 7 while stirring in... Product: N1(CCOCC1)C(=O)C1=CC=C(C=C1)N1CCC(CC1)N1C[C@H](CC1)NC(CNC(C1=CC(=CC=C1)C(F)(F)F)=O)=O (N-{2-[((3S)-1-{1-[4-(morpholin-4-ylcarbonyl)phenyl]piperidin-4-yl}pyrrolidin-3-yl)amino]-2-oxoethyl}-3-(trifluoromethyl)benzamide). The reactants are N1(CCOCC1)C(=O)C1=CC=C(C=C1)N1CCC(CC1)N1C[C@@H](CC1)NC(CNC(C1=CC(=CC=C1)C(F)(F)F)=O)=O (N-{2-[((3R)-1-{1-[4-(morpholin-4-ylcarbonyl)phenyl]piperidin-4-yl}pyrrolidin-3-yl)amino]-2-oxoethyl}-3-(trifluoromethyl)benzamide), C(C1=CC=CC=C1)(=O)N (benzamide). Procedure details: The title compound was synthesized in a similar fashion to N-{2-[((3R)-1-{1-[4-(morpholin-4-ylcarbonyl)phenyl]piperidin-4-yl}pyrrolidin-3-yl)amino]-2-oxoethyl}-3-(trifluoromethyl)benzamide, substituting (S)—N-(2-oxo-2-(pyrrolidin-3-ylamino)ethyl)-3-(trifluoromethyl)benzamide for (R)—N-(2-oxo-2-(pyrrolidin-3-ylamino)ethyl)-3-trifluoromethyl)benzamide. 1H-NMR (CD3OD) δ: 1.43-1.68 (m, 2H), 1.62-1.79 (m, 1H), 1.94-2.00 (m, 2H), 2.20-2.38 (m, 2H), 2.55-2.68 (m, 2H), 2.75-2.98 (m, 4H), 3.35-3.40 (m, 2... RXN SMILES: [N:1]1([C:7]([C:9]2[CH:14]=[CH:13][C:12]([N:15]3[CH2:20][CH2:19][CH:18]([N:21]4[CH2:25][CH2:24][C@@H:23]([NH:26][C:27](=[O:42])[CH2:28][NH:29][C:30](=[O:41])[C:31]5[CH:36]=[CH:35][CH:34]=[C:33]([C:37]([F:40])([F:39])[F:38])[CH:32]=5)[CH2:22]4)[CH2:17][CH2:16]3)=[CH:11][CH:10]=2)=[O:8])[CH2:6][CH2:5][O:4][CH2:3][CH2:2]1.C(N)(=O)C1C=CC=CC=1>>[N:1]1([C:7]([C:9]2[CH:14]=[CH:13][C:12]([N:15]3[CH2:20][CH2:19][CH:18]([N:21]4[CH2:25][CH2:24][C@H:23]([NH:26][C:27](=[O:42])[CH2:28][NH:29][C:30](=[O:41])[C:31]5[CH:36]=[CH:35][CH:34]=[C:33]([C:37]([F:38])([F:39])[F:40])[CH:32]=5)[CH2:22]4)[CH2:17][CH2:16]3)=[CH:11][CH:10]=2)=[O:8])[CH2:6][CH2:5][O:4][CH2:3][CH2:2]1. Starting materials: C(C)(C)(C)OC(=O)N1CCC(CC1)OC1=CC=C(NCC2=CC=C3C=CC(=CC3=C2)C#N)C=C1 (7-[[4-[(1-t-butoxycarbonyl-4-piperidyl)oxy]anilino]methyl]-2-naphthalenecarbonitrile), C(CC)(=O)Cl (propanoyl chloride). Product: C(C)(C)(C)OC(=O)N1CCC(CC1)OC1=CC=C(C=C1)N(C(=O)CC)CC1=CC2=CC(=CC=C2C=C1)C#N (N-[4-[(1-t-Butoxycarbonyl-4-piperidyl)oxy]phenyl]-N-[(7-cyano-2-naphthyl)methyl]ethanecarboxamide). RXN SMILES: [C:1]([O:5][C:6]([N:8]1[CH2:13][CH2:12][CH:11]([O:14][C:15]2[CH:34]=[CH:33][C:18]([NH:19][CH2:20][C:21]3[CH:30]=[C:29]4[C:24]([CH:25]=[CH:26][C:27]([C:31]#[N:32])=[CH:28]4)=[CH:23][CH:22]=3)=[CH:17][CH:16]=2)[CH2:10][CH2:9]1)=[O:7])([CH3:4])([CH3:3])[CH3:2].[C:35](Cl)(=[O:38])[CH2:36][CH3:37]>>[C:1]([O:5][C:6]([N:8]1[CH2:13][CH2:12][CH:11]([O:14][C:15]2[CH:16]=[CH:17][C:18]([N:19]([CH2:20][C:21]3[CH:22]=[CH:23][C:24]4[C:29](=[CH:28][C:27]([C:31]#[N:32])=[CH:26][CH:25]=4)[CH:30]=3)[C:35]([CH2:36][CH3:37])=[O:38])=[CH:33][CH:34]=2)[CH2:10][CH2:9]1)=[O:7])([CH3:4])([CH3:2])[CH3:3]. Procedure: Starting compound: 7-[[4-[(1-t-butoxycarbonyl-4-piperidyl)oxy]anilino]methyl]-2-naphthalenecarbonitrile, propanoyl chloride.